This data is from the Open Reaction Database (ORD), a public repository of structured organic reaction records. The task is: describe an organic reaction: reactants, conditions, products, and yield Reactants: C1(=CC=CC2=CC=CC=C12)S(=O)(=O)C1=NNC2=CC=C(C=C12)C=O (3-(naphthalene-1-sulfonyl)-1H-indazole-5-carbaldehyde), C[Mg+].[Br-] (MeMgBr), Cl (HCl). The solvent is C1CCOC1 (THF), O (water). The product is C1(=CC=CC2=CC=CC=C12)S(=O)(=O)C1=NNC2=CC=C(C=C12)C(C)O (1-[3-(Naphthalene-1-sulfonyl)-1H-indazol-5-yl]-ethanol). The yield is 886.4%. As a reaction SMILES: [C:1]1([S:11]([C:14]2[C:22]3[C:17](=[CH:18][CH:19]=[C:20]([CH:23]=[O:24])[CH:21]=3)[NH:16][N:15]=2)(=[O:13])=[O:12])[C:10]2[C:5](=[CH:6][CH:7]=[CH:8][CH:9]=2)[CH:4]=[CH:3][CH:2]=1.[CH3:25][Mg+].[Br-].Cl>C1COCC1.O>[C:1]1([S:11]([C:14]2[C:22]3[C:17](=[CH:18][CH:19]=[C:20]([CH:23]([OH:24])[CH3:25])[CH:21]=3)[NH:16][N:15]=2)(=[O:13])=[O:12])[C:10]2[C:5](=[CH:6][CH:7]=[CH:8][CH:9]=2)[CH:4]=[CH:3][CH:2]=1 |f:1.2|. Reported procedure: A mixture of 3-(naphthalene-1-sulfonyl)-1H-indazole-5-carbaldehyde (0.15 g, 0.44 mmoles) and MeMgBr (0.36 ml of 3M solution in ether, 1.1 mmoles) was stirred in THF at −20° C. to 0° C. for 30 minutes. Reaction mixture was diluted with water, acidified to pH=3 with 2N HCl, then extracted with EtOAc, dried over Na2SO4 and concentrated in vacuo to afford the title compound (0.13 g, 3.9 mmoles). The reactants are C(C)N(CCN1C(C2=C(CC1)NC(=C2C)C=O)=O)CC (5-(2-diethylamino-ethyl)-3-methyl-4-oxo-4,5,6,7-tetrahydro-1H-pyrrolo[3,2-c]pyridine-2-carbaldehyde), FC=1C=C2CC(NC2=CC1NC(C)=O)=O (N-(5-fluoro-2-oxo-2,3-dihydro-1H-indol-6-yl)-acetamide). The product is C(C)N(CCN1C(C2=C(CC1)NC(=C2C)C=C2C(NC1=CC(=C(C=C21)F)NC(C)=O)=O)=O)CC (N-{3-[5-(2-diethylamino-ethyl)-3-methyl-4-oxo-4,5,6,7-tetrahydro-pyrrolo[3,2-c]pyridine-2-ylmethylene]-5-fluoro-2-oxo-2,3-dihydro-1H-indol-6-yl}-acetamide). The yield is 32.0%. Reaction SMILES: [CH2:1]([N:3]([CH2:19][CH3:20])[CH2:4][CH2:5][N:6]1[CH2:11][CH2:10][C:9]2[NH:12][C:13]([CH:16]=O)=[C:14]([CH3:15])[C:8]=2[C:7]1=[O:18])[CH3:2].[F:21][C:22]1[CH:23]=[C:24]2[C:28](=[CH:29][C:30]=1[NH:31][C:32](=[O:34])[CH3:33])[NH:27][C:26](=[O:35])[CH2:25]2>>[CH2:1]([N:3]([CH2:19][CH3:20])[CH2:4][CH2:5][N:6]1[CH2:11][CH2:10][C:9]2[NH:12][C:13]([CH:16]=[C:25]3[C:24]4[C:28](=[CH:29][C:30]([NH:31][C:32](=[O:34])[CH3:33])=[C:22]([F:21])[CH:23]=4)[NH:27][C:26]3=[O:35])=[C:14]([CH3:15])[C:8]=2[C:7]1=[O:18])[CH3:2]. Procedure details: The title compound was prepared under the same conditions as described in Example 1 with 5-(2-diethylamino-ethyl)-3-methyl-4-oxo-4,5,6,7-tetrahydro-1H-pyrrolo[3,2-c]pyridine-2-carbaldehyde and N-(5-fluoro-2-oxo-2,3-dihydro-1H-indol-6-yl)-acetamide as starting materials to give N-{3-[5-(2-diethylamino-ethyl)-3-methyl-4-oxo-4,5,6,7-tetrahydro-pyrrolo[3,2-c]pyridine-2-ylmethylene]-5-fluoro-2-oxo-2,3-dihydro-1H-indol-6-yl}-acetamide (38 mg, 32%) as a light yellow solid. Reactants: Brc1cncc(I)c1, COCCOC, [K+], [K+], [K+], CC1(C)OB(c2cnn(CCN3CCCC3)c2)OC1(C)C, O, O, O, O=P([O-])([O-])[O-]. Product: Brc1cncc(-c2cnn(CCN3CCCC3)c2)c1. As a reaction SMILES: [Br:1][c:2]1[cH:3][n:4][cH:5][c:6]([I:8])[cH:7]1.[CH3:41][O:42][CH2:43][CH2:44][O:45][CH3:46].[K+:38].[K+:39].[K+:40].[N:9]1([CH2:14][CH2:15][n:16]2[n:17][cH:18][c:19]([B:21]3[O:22][C:23]([CH3:24])([CH3:25])[C:26]([CH3:27])([CH3:28])[O:29]3)[cH:20]2)[CH2:10][CH2:11][CH2:12][CH2:13]1.[OH2:30].[OH2:31].[OH2:32].[P:33]([O-:34])([O-:35])([O-:36])=[O:37]>>[Br:1][c:2]1[cH:3][n:4][cH:5][c:6](-[c:19]2[cH:18][n:17][n:16]([CH2:15][CH2:14][N:9]3[CH2:10][CH2:11][CH2:12][CH2:13]3)[cH:20]2)[cH:7]1. Reactants: COC(C=CC1=CC(=CC=C1)S(NC1=C(C=CC=C1)OC)(=O)=O)=O (3-[3-(2-Methoxy-phenylsulfamoyl)-phenyl]-acrylic acid methyl ester), CO (methanol), resultant mixture. The product is COC1=C(C=CC=C1)NS(=O)(=O)C=1C=C(C=CC1)C=CC(=O)O (3-[3-(2-Methoxy-phenylsulfamoyl)-phenyl]-acrylic acid). Isolated yield 92.5%. As a reaction SMILES: C[O:2][C:3](=[O:24])[CH:4]=[CH:5][C:6]1[CH:11]=[CH:10][CH:9]=[C:8]([S:12](=[O:23])(=[O:22])[NH:13][C:14]2[CH:19]=[CH:18][CH:17]=[CH:16][C:15]=2[O:20][CH3:21])[CH:7]=1.CO>>[CH3:21][O:20][C:15]1[CH:16]=[CH:17][CH:18]=[CH:19][C:14]=1[NH:13][S:12]([C:8]1[CH:7]=[C:6]([CH:5]=[CH:4][C:3]([OH:24])=[O:2])[CH:11]=[CH:10][CH:9]=1)(=[O:22])=[O:23]. Procedure details: To a suspension of 3-[3-(2-methoxy-phenylsulfamoyl)-phenyl]-acrylic acid methyl ester (14c) (0.42 g, 1.20 mmol) in methanol (5.5 ml) 1N NaOH solution (3.6 ml, 3.60 mmol) was added and the resultant mixture was stirred at ambient temperature overnight. The reaction mixture was partitioned between ethyl acetate and water. The aqueous layer was acidified with 2N HCl solution and extracted with ethyl acetate. The extract was washed with saturated NaCl and dried (Na2SO4). The solvent was removed and ... Starting materials: BrC1=CN=CN1C (5-bromo-1-methyl-1H-imidazole), C(C)(C)[Mg]Cl.[Li+].[Cl-] (isopropyl magnesium chloride LiCl), CON(C(=O)C1=C(N=C(S1)C)C)C (N-methoxy-N,2,4-trimethylthiazole-5-carboxamide), Intermediate 41. Solvent: C1CCOC1 (THF), C1CCOC1 (THF). Reaction conditions: temperature 0 celsius, time 30 minute. The product is CC=1SC(=C(N1)C)C(=O)C1=CN=CN1C ((2,4-Dimethylthiazol-5-yl)(1-methyl-1H-imidazol-5-yl)methanone). RXN SMILES: Br[C:2]1[N:6]([CH3:7])[CH:5]=[N:4][CH:3]=1.C([Mg]Cl)(C)C.[Li+].[Cl-].CON(C)[C:18]([C:20]1[S:24][C:23]([CH3:25])=[N:22][C:21]=1[CH3:26])=[O:19]>C1COCC1>[CH3:25][C:23]1[S:24][C:20]([C:18]([C:2]2[N:6]([CH3:7])[CH:5]=[N:4][CH:3]=2)=[O:19])=[C:21]([CH3:26])[N:22]=1 |f:1.2.3|. Procedure details: To a flask containing 5-bromo-1-methyl-1H-imidazole (390 mg, 2.42 mmol) was added THF (8 mL) and the solution was cooled to 0° C. To this clear homogeneous solution was added isopropyl magnesium chloride-LiCl complex (1.3 M in THF, 2.5 mL, 3.25 mmol) which resulted in a white suspension. The mixture was stirred at 0° C. for 30 min, then a THF solution (2 mL) of N-methoxy-N,2,4-trimethylthiazole-5-carboxamide (550 mg, 2.75 mmol, Intermediate 41, step a) was introduced and the mixture was allowed ... Starting materials: CC(O)(CN1CCC(OCc2ccc(C(F)(F)F)cc2)CC1)Cn1cc([N+](=O)[O-])nc1Cl, [H-], [Na+], CN(C)C=O, O. Yields the product CC1(CN2CCC(OCc3ccc(C(F)(F)F)cc3)CC2)Cn2cc([N+](=O)[O-])nc2O1. RXN SMILES: [Cl:1][c:2]1[n:3]([CH2:10][C:11]([CH2:12][N:13]2[CH2:14][CH2:15][CH:16]([O:19][CH2:20][c:21]3[cH:22][cH:23][c:24]([C:27]([F:28])([F:29])[F:30])[cH:25][cH:26]3)[CH2:17][CH2:18]2)([OH:31])[CH3:32])[cH:4][c:5]([N+:7](=[O:8])[O-:9])[n:6]1.[H-:33].[Na+:34].[O:36]=[CH:37][N:38]([CH3:39])[CH3:40].[OH2:35]>>[c:2]12[n:3]([cH:4][c:5]([N+:7](=[O:8])[O-:9])[n:6]1)[CH2:10][C:11]([CH2:12][N:13]1[CH2:14][CH2:15][CH:16]([O:19][CH2:20][c:21]3[cH:22][cH:23][c:24]([C:27]([F:28])([F:29])[F:30])[cH:25][cH:26]3)[CH2:17][CH2:18]1)([CH3:32])[O:31]2. Reaction conditions: temperature 50 celsius, time 2 hour. Procedure: To a solution of 6-benzyloxy-1-methoxymethyl-1H-indole-2-carboxylic acid ethyl ester (3.45 g, 10 mmol) in EtOH (35 ml) was added 10% Pd/C (0.35 g) and the mixture was stirred under a hydrogen atmosphere (1 atm) for 2 hours at 50° C. The catalyst was filtered off and the filtrate was evaporated. The residue was purified by silica gel column chromatography (n-hexane:AcOEt=4:1) to give 2.0 g of the title compound as colorless crystals. Reagents/catalysts: [Pd] (Pd/C). The product is C(C)OC(=O)C=1N(C2=CC(=CC=C2C1)O)COC (6-hydroxy-1-methoxymethyl-1H-indole-2-carboxylic acid ethyl ester). The yield is 80.2%. RXN SMILES: [CH2:1]([O:3][C:4]([C:6]1[N:7]([CH2:23][O:24][CH3:25])[C:8]2[C:13]([CH:14]=1)=[CH:12][CH:11]=[C:10]([O:15]CC1C=CC=CC=1)[CH:9]=2)=[O:5])[CH3:2]>CCO.[Pd]>[CH2:1]([O:3][C:4]([C:6]1[N:7]([CH2:23][O:24][CH3:25])[C:8]2[C:13]([CH:14]=1)=[CH:12][CH:11]=[C:10]([OH:15])[CH:9]=2)=[O:5])[CH3:2]. Solvent: CCO (EtOH). Starting materials: C(C)OC(=O)C=1N(C2=CC(=CC=C2C1)OCC1=CC=CC=C1)COC (6-benzyloxy-1-methoxymethyl-1H-indole-2-carboxylic acid ethyl ester).